Dataset: the Open Reaction Database (ORD), a public repository of structured organic reaction records. Task: describe an organic reaction: reactants, conditions, products, and yield Product: ClCC=1N(C(SC1)=S)C1=C(C(=C(C=C1)F)F)F (4-chloromethyl-3-(2,3,4-trifluorophenyl)-2(3H)-1,3-thiazolethione). RXN SMILES: [F:1][C:2]1[C:7]([F:8])=[C:6]([F:9])[CH:5]=[CH:4][C:3]=1[NH:10][C:11](=[S:18])[S:12][CH2:13][C:14](=O)[CH2:15][Cl:16].Cl.S(=O)(=O)(O)O>C(O)C>[Cl:16][CH2:15][C:14]1[N:10]([C:3]2[CH:4]=[CH:5][C:6]([F:9])=[C:7]([F:8])[C:2]=2[F:1])[C:11](=[S:18])[S:12][CH:13]=1. The reactants are FC1=C(C=CC(=C1F)F)NC(SCC(CCl)=O)=S (3-chloro-2-oxopropyl N-(2,3,4-trifluorophenyl)dithiocarbamate), Cl (hydrochloric acid), S(O)(O)(=O)=O (sulfuric acid), alcohol. Reported procedure: That is, first the known compound (XIV)(see European patent publication No. 286089) is reacted with 1,3-dichloroacetone in an organic solvent such as chloroform, methylene chloride or a lower alcohol to produce 3-chloro-2-oxopropyl N-(2,3,4-trifluorophenyl)dithiocarbamate (XV). The compound (XV) is then heated with an inorganic acid such as hydrochloric acid or sulfuric acid in a lower alcohol such as ethanol to give 4-chloromethyl-3-(2,3,4-trifluorophenyl)-2(3H)-1,3-thiazolethione (XVI). The co... Run in C(C)O (ethanol). The reactants are Cc1ccccc1, Cc1cc([N+](=O)[O-])c(Cl)cc1N, O=C(Cl)Cc1ccccc1. The product is Cc1cc([N+](=O)[O-])c(Cl)cc1NC(=O)Cc1ccccc1. As a reaction SMILES: [CH3:23][c:24]1[cH:25][cH:26][cH:27][cH:28][cH:29]1.[Cl:1][c:2]1[c:3]([N+:10](=[O:11])[O-:12])[cH:4][c:5]([CH3:9])[c:6]([NH2:8])[cH:7]1.[c:13]1([CH2:19][C:20](=[O:21])[Cl:22])[cH:14][cH:15][cH:16][cH:17][cH:18]1>>[Cl:1][c:2]1[c:3]([N+:10](=[O:11])[O-:12])[cH:4][c:5]([CH3:9])[c:6]([NH:8][C:20]([CH2:19][c:13]2[cH:14][cH:15][cH:16][cH:17][cH:18]2)=[O:21])[cH:7]1. The reactants are C(CCC)S(=O)(=O)N[C@H](C(=O)OC(C)(C)C)CC1=CC=C(C=C1)[N+](=O)[O-] (t-butyl (2S)-2-(n-butylsulphonylamino)-3-(4-nitrophenyl)propionate), C(=O)[O-].[NH4+] (ammonium formate). Reagents/catalysts: [Pd] (Pd). Solvent: CO (methanol). Reaction conditions: time 6 hour. Product: C(CCC)S(=O)(=O)N[C@H](C(=O)OC(C)(C)C)CC1=CC=C(C=C1)N (t-butyl (2S)-2-(n-butylsulphonylamino)-3-(4-aminophenyl)propionate). Isolated yield 96.8%. RXN SMILES: [CH2:1]([S:5]([NH:8][C@@H:9]([CH2:17][C:18]1[CH:23]=[CH:22][C:21]([N+:24]([O-])=O)=[CH:20][CH:19]=1)[C:10]([O:12][C:13]([CH3:16])([CH3:15])[CH3:14])=[O:11])(=[O:7])=[O:6])[CH2:2][CH2:3][CH3:4].C([O-])=O.[NH4+]>CO.[Pd]>[CH2:1]([S:5]([NH:8][C@@H:9]([CH2:17][C:18]1[CH:19]=[CH:20][C:21]([NH2:24])=[CH:22][CH:23]=1)[C:10]([O:12][C:13]([CH3:15])([CH3:16])[CH3:14])=[O:11])(=[O:6])=[O:7])[CH2:2][CH2:3][CH3:4] |f:1.2|. Reported procedure: To a solution of the product of step (b) (2.9 g) and ammonium formate (1.90 g) in methanol (30 ml) under argon was added 10% Pd on C (450 mg). The reaction mixture was stirred at ambient temperature for 6 hours then the catalyst was filtered off using a pad of diatomaceous earth which was washed with methanol (30 ml). The combined filtrate and washings were evaporated to dryness and the residue was partitioned between ethyl acetate (50 ml) and dilute NaHCO3 (aq.) (50 ml). The organic layer was s... The reactants are FC1=NC=CC(=C1C=O)I (2-Fluoro-4-iodo-3-pyridinecarbaldehyde), O.NN (hydrazine hydrate). Run in O (Water). Conditions: time 5 hour. Product: IC1=C2C(=NC=C1)NN=C2 (4-Iodo-1H-pyrazolo[3,4-b]pyridine). As a reaction SMILES: F[C:2]1[C:7]([CH:8]=O)=[C:6]([I:10])[CH:5]=[CH:4][N:3]=1.O.[NH2:12][NH2:13]>O>[I:10][C:6]1[CH:5]=[CH:4][N:3]=[C:2]2[NH:12][N:13]=[CH:8][C:7]=12 |f:1.2|. Reported procedure: 2-Fluoro-4-iodo-3-pyridinecarbaldehyde (from Asymchem) (0.97 g) was added portionwise over 5 min to hydrazine hydrate (5 ml). The resulting suspension was stirred at room temperature for 5 h. Water (10 ml) was added and the solid was filtered and washed with further water to give title compound, 664 mg. Procedure details: According to Reaction Scheme I, 4-acetamido cyclohexanone, prepared by the procedure of Fraser and Swingle, Can. J. Chem., 48, 2065 (1970) is reacted with the dimethylacetal of dimethylformamide to yield 2-dimethylaminomethylene-4-acetamidocyclohexanone (III). Reacting this compound with sodium glycinate followed by a ring closure reaction in the presence of acetic anhydride yields, when R3 is methyl, dl-2-acetyl-5-acetamido-4,5,6,7-tetrahydro-2H-benzo[c]-pyrrole (IV). Treatment of this latter c... RXN SMILES: NCC([O-])=O.[Na+].C(OC(=O)C)(=O)C.C([N:17]1[CH:21]=[C:20]2[CH2:22][CH:23]([NH:26]C(=O)C)[CH2:24][CH2:25][C:19]2=[CH:18]1)(=O)C>>[CH2:24]1[CH:23]([NH2:26])[CH2:22][C:20]2[C:19](=[CH:18][NH:17][CH:21]=2)[CH2:25]1 |f:0.1|. Starting materials: NCC(=O)[O-].[Na+] (sodium glycinate), C(C)(=O)OC(C)=O (acetic anhydride), C(C)(=O)N1C=C2C(=C1)CC(CC2)NC(C)=O (2-acetyl-5-acetamido-4,5,6,7-tetrahydro-2H-benzo[c]-pyrrole). The product is C1CC2=CNC=C2CC1N (dl-5-amino-4,5,6,7-tetrahydro-2H-benzo[c]pyrrole). The reactants are CC(C)(C)OC(=O)NC1CCNC1=O, [H-], [Na+], CN(C)C=O, O=S(=O)(c1ccccc1)n1c(CBr)cc2c(Cl)nccc21. Product: CC(C)(C)OC(=O)NC1CCN(Cc2cc3c(Cl)nccc3n2S(=O)(=O)c2ccccc2)C1=O. Reaction SMILES: [C:3]([CH3:4])([CH3:5])([CH3:6])[O:7][C:8]([NH:9][CH:10]1[C:11](=[O:15])[NH:12][CH2:13][CH2:14]1)=[O:16].[H-:1].[Na+:2].[O:38]=[CH:39][N:40]([CH3:41])[CH3:42].[c:17]1([S:23](=[O:24])(=[O:25])[n:26]2[c:27]([CH2:36][Br:37])[cH:28][c:29]3[c:30]([Cl:35])[n:31][cH:32][cH:33][c:34]23)[cH:18][cH:19][cH:20][cH:21][cH:22]1>>[C:3]([CH3:4])([CH3:5])([CH3:6])[O:7][C:8]([NH:9][CH:10]1[C:11](=[O:15])[N:12]([CH2:36][c:27]2[n:26]([S:23]([c:17]3[cH:18][cH:19][cH:20][cH:21][cH:22]3)(=[O:24])=[O:25])[c:34]3[c:29]([cH:28]2)[c:30]([Cl:35])[n:31][cH:32][cH:33]3)[CH2:13][CH2:14]1)=[O:16].